This data is from the Open Reaction Database (ORD), a public repository of structured organic reaction records. The task is: describe an organic reaction: reactants, conditions, products, and yield Starting materials: [C+4], CC1(N2CCN(C(=O)OCc3ccccc3)CC2)CC1, CCO, [OH-], [OH-], [OH-], [OH-], [OH-], [OH-], [Pd+2]. Product: CC1(N2CCNCC2)CC1. As a reaction SMILES: [C+4:24].[CH2:1]([O:2][C:3](=[O:4])[N:11]1[CH2:12][CH2:13][N:14]([C:17]2([CH3:20])[CH2:18][CH2:19]2)[CH2:15][CH2:16]1)[c:5]1[cH:6][cH:7][cH:8][cH:9][cH:10]1.[CH3:21][CH2:22][OH:23].[OH-:25].[OH-:27].[OH-:28].[OH-:29].[OH-:30].[OH-:31].[Pd+2:26]>>[NH:11]1[CH2:12][CH2:13][N:14]([C:17]2([CH3:20])[CH2:18][CH2:19]2)[CH2:15][CH2:16]1. Starting materials: [Li]CCCC, COC(=O)Cc1ccccc1OC, CCOC(C)=O, CC(C)NC1CCCCC1, Clc1ncc(CI)c(Cl)n1, C1CCOC1. Yields the product COC(=O)C(Cc1cnc(Cl)nc1Cl)c1ccccc1OC. Reaction SMILES: [CH2:11]([Li:12])[CH2:13][CH2:14][CH3:15].[CH3:16][O:17][C:18]([CH2:19][c:20]1[c:21]([O:26][CH3:27])[cH:22][cH:23][cH:24][cH:25]1)=[O:28].[CH3:44][CH2:45][O:46][C:47](=[O:48])[CH3:49].[CH:1]([NH:2][CH:3]1[CH2:4][CH2:5][CH2:6][CH2:7][CH2:8]1)([CH3:9])[CH3:10].[Cl:29][c:30]1[n:31][cH:32][c:33]([CH2:37][I:38])[c:34]([Cl:36])[n:35]1.[O:39]1[CH2:40][CH2:41][CH2:42][CH2:43]1>>[CH3:16][O:17][C:18]([CH:19]([c:20]1[c:21]([O:26][CH3:27])[cH:22][cH:23][cH:24][cH:25]1)[CH2:37][c:33]1[cH:32][n:31][c:30]([Cl:29])[n:35][c:34]1[Cl:36])=[O:28]. The reactants are acid chloride, C(CCC)N1CCC(CC1)CN (N-(1-butyl-4-piperidinyl)methylamine), ClC=1C=C(C2=C(N=C(O2)C)C1)C(=O)O (5-Chloro-2-methylbenzoxazole-7-carboxylic acid), acid chloride, C(C(=O)Cl)(=O)Cl (oxalyl chloride). Solvent: C(C)N(CC)CC (triethylamine). The product is C(CCC)N1CCC(CC1)CNC(=O)C1=CC(=CC=2N=C(OC21)C)Cl (N-[(1-Butyl-4-piperidinyl)methyl]5-chloro-2-methylbenzoxazole-7-carboxamide). RXN SMILES: [Cl:1][C:2]1[CH:3]=[C:4]([C:12]([OH:14])=O)[C:5]2[O:9][C:8]([CH3:10])=[N:7][C:6]=2[CH:11]=1.C(Cl)(=O)C(Cl)=O.[CH2:21]([N:25]1[CH2:30][CH2:29][CH:28]([CH2:31][NH2:32])[CH2:27][CH2:26]1)[CH2:22][CH2:23][CH3:24]>C(N(CC)CC)C>[CH2:21]([N:25]1[CH2:30][CH2:29][CH:28]([CH2:31][NH:32][C:12]([C:4]2[C:5]3[O:9][C:8]([CH3:10])=[N:7][C:6]=3[CH:11]=[C:2]([Cl:1])[CH:3]=2)=[O:14])[CH2:27][CH2:26]1)[CH2:22][CH2:23][CH3:24]. Procedure details: 5-Chloro-2-methylbenzoxazole-7-carboxylic acid (Ger. Offen. 2,225,544) is converted to its acid chloride by treatment with oxalyl chloride. The acid chloride is treated with N-(1-butyl-4-piperidinyl)methylamine in the presence of triethylamine to afford the title compound.